From a dataset of the Open Reaction Database (ORD), a public repository of structured organic reaction records. describe an organic reaction: reactants, conditions, products, and yield Starting materials: esters, FC1C[C@@H](N(CC1)CC1=CC=C(C=C1)C(F)(F)F)C(=O)NC1(CC1)C1=CC=C(C(=O)OC)C=C1 (methyl 4-(1-((2R)-4-fluoro-1-(4-(trifluoromethyl)benzyl)piperidine-2-carboxamido)cyclopropyl)benzoate), O[Li].O (LiOH H2O). Yields the product FC1C[C@@H](N(CC1)CC1=CC=C(C=C1)C(F)(F)F)C(=O)NC1(CC1)C1=CC=C(C(=O)O)C=C1 (4-(1-((2R)-4-fluoro-1-(4-(trifluoromethyl)benzyl)piperidine-2-carboxamido)cyclopropyl)benzoic acid). Yield: 65.1%. As a reaction SMILES: [F:1][CH:2]1[CH2:7][CH2:6][N:5]([CH2:8][C:9]2[CH:14]=[CH:13][C:12]([C:15]([F:18])([F:17])[F:16])=[CH:11][CH:10]=2)[C@@H:4]([C:19]([NH:21][C:22]2([C:25]3[CH:34]=[CH:33][C:28]([C:29]([O:31]C)=[O:30])=[CH:27][CH:26]=3)[CH2:24][CH2:23]2)=[O:20])[CH2:3]1.O[Li].O>>[F:1][CH:2]1[CH2:7][CH2:6][N:5]([CH2:8][C:9]2[CH:14]=[CH:13][C:12]([C:15]([F:18])([F:16])[F:17])=[CH:11][CH:10]=2)[C@@H:4]([C:19]([NH:21][C:22]2([C:25]3[CH:26]=[CH:27][C:28]([C:29]([OH:31])=[O:30])=[CH:33][CH:34]=3)[CH2:23][CH2:24]2)=[O:20])[CH2:3]1 |f:1.2|. Procedure: The title compound (E15) (15.8 mg) was prepared according to the general procedure for esters hydrolysis (Method D) starting from methyl 4-(1-((2R)-4-fluoro-1-(4-(trifluoromethyl)benzyl)piperidine-2-carboxamido)cyclopropyl)benzoate (D134) (25 mg). (LiOH H2O: 4 eq; reaction time: 5 hrs)